This data is from the Open Reaction Database (ORD), a public repository of structured organic reaction records. The task is: describe an organic reaction: reactants, conditions, products, and yield Starting materials: CI (methyl iodide), Cl.BrC1=C(C2=C(C=C1)[C@@H]1[C@H](N(CCC1)C)CO2)OC (trans-8-bromo-7-methoxy-4-methyl-1,2,3,4a,5,10b-hexahydro-4H-[1]-benzopyrano[3,4-b]pyridine hydrochloride), C(C)(C)(C)[Li] (t-butyllithium). The solvent is C(C)(=O)OCC (ethyl acetate), O1CCCC1 (tetrahydrofuran), CCCCCC (hexane). Conditions: time 5 minute. The product is Cl (hydrochloric acid), Cl.COC1=C(C=CC2=C1OC[C@H]1N(CCC[C@@H]12)C)C (trans-7-methoxy-4,8-dimethyl-1,2,3,4a,5,10b-hexahydro-4H-[1]-benzopyrano[3,4-b]pyridine hydrochloride). Reaction SMILES: [ClH:1].Br[C:3]1[CH:8]=[CH:7][C:6]2[C@H:9]3[CH2:14][CH2:13][CH2:12][N:11]([CH3:15])[C@@H:10]3[CH2:16][O:17][C:5]=2[C:4]=1[O:18][CH3:19].[C:20]([Li])(C)(C)C.CI>O1CCCC1.CCCCCC.C(OCC)(=O)C>[ClH:1].[ClH:1].[CH3:19][O:18][C:4]1[C:5]2[O:17][CH2:16][C@@H:10]3[C@@H:9]([C:6]=2[CH:7]=[CH:8][C:3]=1[CH3:20])[CH2:14][CH2:13][CH2:12][N:11]3[CH3:15] |f:0.1,8.9|. Procedure details: To a solution of 2.3 g of trans-8-bromo-7-methoxy-4-methyl-1,2,3,4a,5,10b-hexahydro-4H-[1]-benzopyrano[3,4-b]pyridine (Example 21) in 45 ml of tetrahydrofuran at -70° is added 5.6 ml of 2.6M t-butyllithium in hexane. After 5 minutes at -70°, 1.36 g of methyl iodide is added. After warming to 0°, the reaction mixture is diluted with ethyl acetate and washed with water. After drying over magnesium sulfate the solvent is removed in vacuo. Acidification of the residue with ethanolic hydrochloric aci...